Task: describe an organic reaction: reactants, conditions, products, and yield. Dataset: the Open Reaction Database (ORD), a public repository of structured organic reaction records Starting materials: C(OC(NNC(OC(C)(C)C)=O)=O)(C)(C)C, c12c(ccc(c1)Br)nccc2. Reagents/catalysts: c1ccc(cc1)-c2c3ccccc3cc4ccccc24 (9-Phenylanthracene), [Li+].CC(C)(C)[O-]   (LiOBut), c1(c2c(P(C(C)(C)C)C(C)(C)C)cccc2)c(cc(cc1C(C)C)C(C)C)C(C)C (Pd(OAc)2/tBuXPhos), C(O[Pd]OC(C)=O)(C)=O (Pd(OAc)2). Run in CCC(C)(C)O (t-AmOH). Reaction conditions: temperature 90 celsius, time 18 hour. Product: CC(C)(C)OC(=O)NN(C(=O)OC(C)(C)C)c1ccc2ncccc2c1. RXN SMILES: Br[c:1]1[cH:10][c:9]([c:4]2[cH:3][cH:2]1)[cH:8][cH:7][cH:6][n:5]2.[CH3:11][C:12]([O:15][C:16]([NH:18][NH:19][C:20]([O:22][C:23]([CH3:26])([CH3:25])[CH3:24])=[O:21])=[O:17])([CH3:14])[CH3:13]>>[CH3:11][C:12]([O:15][C:16]([NH:18][N:19]([c:1]1[cH:10][c:9]([c:4]2[cH:3][cH:2]1)[cH:8][cH:7][cH:6][n:5]2)[C:20]([O:22][C:23]([CH3:26])([CH3:25])[CH3:24])=[O:21])=[O:17])([CH3:14])[CH3:13].